describe an organic reaction: reactants, conditions, products, and yield From a dataset of the Open Reaction Database (ORD), a public repository of structured organic reaction records. Procedure: Cyclopropylbromide (3.84 g, 32 mmol) was added to magnesium (771 mg, 32 mmol) in 20 mL diethylether and refluxed for 10 min. Manganese(II) chloride (160 mg, 1.27 mmol) and butyl-[1-(2-fluoro-4,6-bis-trifluoromethyl-phenyl)-methylidene]-amine (intermediate M, 4 g, 13 mmol) was added. The reaction mixture was refluxed for 2 h. The reaction mixture was quenched with 8 mL water and filtered through dicalite. The organic phase was separated and dried on sodium sulfate, filtered and evaporated. The cr... Reagents/catalysts: [Cl-].[Mn+2].[Cl-] (Manganese(II) chloride). RXN SMILES: [CH:1]1(Br)[CH2:3][CH2:2]1.[Mg].[CH2:6]([N:10]=[CH:11][C:12]1[C:17]([C:18]([F:21])([F:20])[F:19])=[CH:16][C:15]([C:22]([F:25])([F:24])[F:23])=[CH:14][C:13]=1F)[CH2:7][CH2:8][CH3:9]>C(OCC)C.[Cl-].[Mn+2].[Cl-]>[CH2:6]([N:10]=[CH:11][C:12]1[C:17]([C:18]([F:21])([F:20])[F:19])=[CH:16][C:15]([C:22]([F:25])([F:24])[F:23])=[CH:14][C:13]=1[CH:1]1[CH2:3][CH2:2]1)[CH2:7][CH2:8][CH3:9] |f:4.5.6|. Solvent: C(C)OCC (diethylether). Product: C(CCC)N=CC1=C(C=C(C=C1C(F)(F)F)C(F)(F)F)C1CC1 (Butyl-[1-(2-cyclopropyl-4,6-bis-trifluoromethyl-phenyl)-methylidene]-amine). Starting materials: C(CCC)N=CC1=C(C=C(C=C1C(F)(F)F)C(F)(F)F)F (butyl-[1-(2-fluoro-4,6-bis-trifluoromethyl-phenyl)-methylidene]-amine), C(CCC)N=CC1=C(C=C(C=C1C(F)(F)F)C(F)(F)F)F (butyl-[1-(2-fluoro-4,6-bis-trifluoromethyl-phenyl)-methylidene]-amine), C1(CC1)Br (Cyclopropylbromide), [Mg] (magnesium).